From a dataset of the Open Reaction Database (ORD), a public repository of structured organic reaction records. describe an organic reaction: reactants, conditions, products, and yield Reactants: COC1=CC=C2CCC(C(C2=C1)=O)(C)C (7-methoxy-2,2-dimethyl-1-tetralone), C[Si](N[Si](C)(C)C)(C)C (1,1,1,3,3,3-hexamethyldisilazane), C(C)#N (acetonitrile), CCCCCC.C(CCC)[Li] (butyllithium hexane). Run in C1CCOC1 (THF), O (water), C1CCOC1 (THF). Reaction conditions: time 10 minute. Yields the product C(#N)CC1(C(CCC2=CC=C(C=C12)OC)(C)C)O (1-Cyanomethyl-1-hydroxy-7-methoxy-2,2-dimethyl-1,2,3,4-tetrahydronaphthalene). The yield is 88.2%. RXN SMILES: C[Si](C)(C)N[Si](C)(C)C.CCCCCC.C([Li])CCC.[C:21](#[N:23])[CH3:22].[CH3:24][O:25][C:26]1[CH:35]=[C:34]2[C:29]([CH2:30][CH2:31][C:32]([CH3:38])([CH3:37])[C:33]2=[O:36])=[CH:28][CH:27]=1>C1COCC1.O>[C:21]([CH2:22][C:33]1([OH:36])[C:34]2[C:29](=[CH:28][CH:27]=[C:26]([O:25][CH3:24])[CH:35]=2)[CH2:30][CH2:31][C:32]1([CH3:37])[CH3:38])#[N:23] |f:1.2|. Reported procedure: To a solution of 1,1,1,3,3,3-hexamethyldisilazane (4.74 g, 29.4 mmol) in THF (30 ml) was gradually added dropwise, at −78° C., a butyllithium hexane solution (1.56 M hexane solution, 18.8 ml, 29.4 mmol). The mixture was stirred for 10 minutes, to which was then added acetonitrile (1.41 ml, 26.9 mmol). The reaction mixture was stirred for further 20 minutes, to which was then added dropwise a solution of 7-methoxy-2,2-dimethyl-1-tetralone (5.0 g, 24.5 mmol) in THF (10 ml), followed by stirring fo... Reactants: ClC1=C2C(=NC=C1)C=C(S2)C(=O)[O-].[Li+] (lithium 7-chlorothieno[3,2-b]pyridine-2-carboxylate), C(C(=O)Cl)(=O)Cl (Oxalyl chloride). Run at time 3 hour. RXN SMILES: [Cl:1][C:2]1[CH:7]=[CH:6][N:5]=[C:4]2[CH:8]=[C:9]([C:11]([O-:13])=O)[S:10][C:3]=12.[Li+].C(Cl)(=O)C([Cl:18])=O>CN(C=O)C.C(Cl)Cl>[Cl:1][C:2]1[CH:7]=[CH:6][N:5]=[C:4]2[CH:8]=[C:9]([C:11]([Cl:18])=[O:13])[S:10][C:3]=12 |f:0.1|. Product: ClC1=C2C(=NC=C1)C=C(S2)C(=O)Cl (7-chlorothieno[3,2-b]pyridine-2-carbonyl chloride). Procedure: A 100 mL round bottom flask was charged with lithium 7-chlorothieno[3,2-b]pyridine-2-carboxylate (0.500 g, 2.28 mmol), methylene chloride (15 ml), and 6 drops of DMF. Oxalyl chloride (0.248 ml, 2.85 mmol) was added dropwise, and the reaction mixture was stirred at room temperature for 3 hours then concentrated in vacuo to yield 7-chlorothieno[3,2-b]pyridine-2-carbonyl chloride as a brown solid. This material was suspended in chloroform (5 mL). N′-hydroxyacetamidine (0.186 g, 2.50 mmol), triethyl... Reagents/catalysts: CN(C)C=O (DMF). Run in C(Cl)Cl (methylene chloride). Reactants: CNS(=O)(=O)c1ccc(B(O)O)cc1, Cc1ncc(NC(=O)C2(c3ccc4c(c3)OCO4)CC2)cc1Br, Cc1ncc(NC(=O)C2(c3ccc4c(c3)OCO4)CC2)cc1-c1ccccc1. The product is CNS(=O)(=O)c1ccc(-c2cc(NC(=O)C3(c4ccc5c(c4)OCO5)CC3)cnc2C)cc1. As a reaction SMILES: [CH3:1][NH:2][S:3](=[O:4])(=[O:5])[c:6]1[cH:7][cH:8][c:9]([B:12]([OH:13])[OH:14])[cH:10][cH:11]1.[O:15]1[CH2:16][O:17][c:18]2[c:19]1[cH:20][cH:21][c:22]([C:24]1([C:27](=[O:28])[NH:29][c:30]3[cH:31][n:32][c:33]([CH3:37])[c:34]([Br:36])[cH:35]3)[CH2:25][CH2:26]1)[cH:23]2.[O:38]1[c:39]2[cH:40][cH:41][c:42]([C:43]3([C:44]([NH:45][c:46]4[cH:47][n:48][c:49]([CH3:50])[c:51](-[c:52]5[cH:53][cH:54][cH:55][cH:56][cH:57]5)[cH:58]4)=[O:59])[CH2:60][CH2:61]3)[cH:62][c:63]2[O:64][CH2:65]1>>[CH3:1][NH:2][S:3](=[O:4])(=[O:5])[c:6]1[cH:7][cH:8][c:9](-[c:34]2[c:33]([CH3:37])[n:32][cH:31][c:30]([NH:29][C:27]([C:24]3([c:22]4[cH:21][cH:20][c:19]5[c:18]([cH:23]4)[O:17][CH2:16][O:15]5)[CH2:25][CH2:26]3)=[O:28])[cH:35]2)[cH:10][cH:11]1. The reactants are COc1cc2nccc(Oc3ccc(N)c(C)c3C)c2cc1OC, Cc1ccccc1, CCO, O=C(N=C=S)c1ccc([N+](=O)[O-])cc1. Product: COc1cc2nccc(Oc3ccc(NC(=S)NC(=O)c4ccc([N+](=O)[O-])cc4)c(C)c3C)c2cc1OC. As a reaction SMILES: [CH3:15][O:16][c:17]1[cH:18][c:19]2[c:20]([O:29][c:30]3[c:31]([CH3:38])[c:32]([CH3:37])[c:33]([NH2:34])[cH:35][cH:36]3)[cH:21][cH:22][n:23][c:24]2[cH:25][c:26]1[O:27][CH3:28].[CH3:39][c:40]1[cH:41][cH:42][cH:43][cH:44][cH:45]1.[CH3:46][CH2:47][OH:48].[N+:1](=[O:2])([O-:3])[c:4]1[cH:5][cH:6][c:7]([C:10](=[O:11])[N:12]=[C:13]=[S:14])[cH:8][cH:9]1>>[N+:1](=[O:2])([O-:3])[c:4]1[cH:5][cH:6][c:7]([C:10](=[O:11])[NH:12][C:13](=[S:14])[NH:34][c:33]2[c:32]([CH3:37])[c:31]([CH3:38])[c:30]([O:29][c:20]3[c:19]4[cH:18][c:17]([O:16][CH3:15])[c:26]([O:27][CH3:28])[cH:25][c:24]4[n:23][cH:22][cH:21]3)[cH:36][cH:35]2)[cH:8][cH:9]1. The reactants are FC(C1=CC=2C(=NN(N2)C=2C=C(CCC(=O)OC)C=C(C2O)C(C)(C2=CC=CC=C2)C2=CC=CC=C2)C=C1)(F)F (Methyl 3-(5-Trifluoromethyl-benzotriazol-2-yl)-4-hydroxy-5-(1,1-diphenylethyl)hydrocinnamate), Cl (hydrochloric acid). Run in [OH-].[Na+] (sodium hydroxide). Product: FC(C1=CC=2C(=NN(N2)C=2C=C(CCC(=O)O)C=C(C2O)C(C)(C2=CC=CC=C2)C2=CC=CC=C2)C=C1)(F)F (3-(5-Trifluoromethyl-benzotriazol-2-yl)-4-hydroxy-5-(1,1-diphenylethyl)hydrocinnamic Acid). Reaction SMILES: [F:1][C:2]([F:40])([F:39])[C:3]1[CH:38]=[CH:37][C:6]2=[N:7][N:8]([C:10]3[CH:11]=[C:12]([CH:19]=[C:20]([C:23]([C:31]4[CH:36]=[CH:35][CH:34]=[CH:33][CH:32]=4)([C:25]4[CH:30]=[CH:29][CH:28]=[CH:27][CH:26]=4)[CH3:24])[C:21]=3[OH:22])[CH2:13][CH2:14][C:15]([O:17]C)=[O:16])[N:9]=[C:5]2[CH:4]=1.Cl>[OH-].[Na+]>[F:39][C:2]([F:1])([F:40])[C:3]1[CH:38]=[CH:37][C:6]2=[N:7][N:8]([C:10]3[CH:11]=[C:12]([CH:19]=[C:20]([C:23]([C:25]4[CH:30]=[CH:29][CH:28]=[CH:27][CH:26]=4)([C:31]4[CH:36]=[CH:35][CH:34]=[CH:33][CH:32]=4)[CH3:24])[C:21]=3[OH:22])[CH2:13][CH2:14][C:15]([OH:17])=[O:16])[N:9]=[C:5]2[CH:4]=1 |f:2.3|. Procedure details: The title compound is prepared by refluxing the compound prepared in Example 29 in aqueous sodium hydroxide solution followed by neutralization with aqueous hydrochloric acid. Starting materials: CS, COC(=CC(=O)Cl)C(C)Oc1ccc(Oc2ccc(C(F)(F)F)cc2Cl)cc1, O, c1ccncc1. The product is COC(=CC(=O)O)C(C)Oc1ccc(Oc2ccc(C(F)(F)F)cc2Cl)cc1. Reaction SMILES: [CH3:29][SH:30].[Cl:1][c:2]1[c:3]([O:4][c:5]2[cH:6][cH:7][c:8]([O:9][CH:10]([C:11](=[CH:12][C:13](=[O:14])[Cl:15])[O:16][CH3:17])[CH3:18])[cH:19][cH:20]2)[cH:21][cH:22][c:23]([C:25]([F:26])([F:27])[F:28])[cH:24]1.[OH2:37].[cH:31]1[cH:32][cH:33][n:34][cH:35][cH:36]1>>[Cl:1][c:2]1[c:3]([O:4][c:5]2[cH:6][cH:7][c:8]([O:9][CH:10]([C:11](=[CH:12][C:13](=[O:14])[OH:37])[O:16][CH3:17])[CH3:18])[cH:19][cH:20]2)[cH:21][cH:22][c:23]([C:25]([F:26])([F:27])[F:28])[cH:24]1. Reactants: Br, CC(=O)O, CCC1CC(N(C)C(C)C)CCC1N1CCC(NC(=O)[O-])C1=O, CCOCC. The product is CCC1CC(N(C)C(C)C)CCC1N1CCC(N)C1=O. Reaction SMILES: [BrH:29].[C:30]([OH:31])(=[O:32])[CH3:33].[CH2:1]([CH3:2])[CH:3]1[CH:4]([N:14]2[C:15](=[O:23])[CH:16]([NH:19][C:20](=[O:21])[O-:22])[CH2:17][CH2:18]2)[CH2:5][CH2:6][CH:7]([N:9]([CH3:10])[CH:11]([CH3:12])[CH3:13])[CH2:8]1.[CH3:24][CH2:25][O:26][CH2:27][CH3:28]>>[CH2:1]([CH3:2])[CH:3]1[CH:4]([N:14]2[C:15](=[O:23])[CH:16]([NH2:19])[CH2:17][CH2:18]2)[CH2:5][CH2:6][CH:7]([N:9]([CH3:10])[CH:11]([CH3:12])[CH3:13])[CH2:8]1. Run in O1CCOCC1 (dioxane), O (water), CO (methanol). The reagents and catalysts are C=1C=CC(=CC1)/C=C/C(=O)/C=C/C2=CC=CC=C2.C=1C=CC(=CC1)/C=C/C(=O)/C=C/C2=CC=CC=C2.C=1C=CC(=CC1)/C=C/C(=O)/C=C/C2=CC=CC=C2.[Pd].[Pd] (Pd2(dba)3), Cl (HCl). As a reaction SMILES: [Cl:1][C:2]1[CH:3]=[C:4]([NH:11][C:12]2[CH:17]=[CH:16][CH:15]=[C:14]([N:18]3[CH2:23][CH2:22][CH2:21][CH2:20][CH2:19]3)[N:13]=2)[C:5]2[N:6]([CH:8]=[CH:9][N:10]=2)[N:7]=1.[C:24]1(B(O)O)[CH:29]=[CH:28][CH:27]=[CH:26][CH:25]=1.CC(C1C=C(C(C)C)C(C2C=CC=CC=2P(C2CCCCC2)C2CCCCC2)=C(C(C)C)C=1)C.C([O-])([O-])=O.[K+].[K+]>O1CCOCC1.O.CO.Cl.C1C=CC(/C=C/C(/C=C/C2C=CC=CC=2)=O)=CC=1.C1C=CC(/C=C/C(/C=C/C2C=CC=CC=2)=O)=CC=1.C1C=CC(/C=C/C(/C=C/C2C=CC=CC=2)=O)=CC=1.[Pd].[Pd]>[ClH:1].[C:24]1([C:2]2[CH:3]=[C:4]([NH:11][C:12]3[CH:17]=[CH:16][CH:15]=[C:14]([N:18]4[CH2:23][CH2:22][CH2:21][CH2:20][CH2:19]4)[N:13]=3)[C:5]3[N:6]([CH:8]=[CH:9][N:10]=3)[N:7]=2)[CH:29]=[CH:28][CH:27]=[CH:26][CH:25]=1 |f:3.4.5,10.11.12.13.14,15.16|. Starting materials: ClC=1C=C(C=2N(N1)C=CN2)NC2=NC(=CC=C2)N2CCCCC2 (6-chloro-N-(6-(piperidin-1-yl)pyridin-2-yl)imidazo[1,2-b]pyridazin-8-amine), C1(=CC=CC=C1)B(O)O (phenylboronic acid), CC(C)C1=CC(=C(C(=C1)C(C)C)C2=C(C=CC=C2)P(C3CCCCC3)C4CCCCC4)C(C)C (X-phos), C(=O)([O-])[O-].[K+].[K+] (K2CO3). Conditions: temperature 100 celsius, time 4 hour. Reported procedure: A mixture of 6-chloro-N-(6-(piperidin-1-yl)pyridin-2-yl)imidazo[1,2-b]pyridazin-8-amine (130 mg, 0.4 mmol), phenylboronic acid (74 mg, 0.6 mmol), Pd2(dba)3 (24 mg, 0.04 mmol), X-phos (76 mg, 0.16 mmol) and K2CO3 (166 mg, 1.2 mmol) in dioxane (10 mL) and water (1 mL) was heated to 100° C. with stirring for 4 h under N2. The solvent was removed in vacuo and the resulting mixture was purified by chromatography (silica gel, 200-300 mesh, petroleum ether:ethyl acetate=3:1) to give crude product which... Isolated yield 82.9%. Product: Cl.C1(=CC=CC=C1)C=1C=C(C=2N(N1)C=CN2)NC2=NC(=CC=C2)N2CCCCC2 (6-Phenyl-N-(6-(piperidin-1-yl)pyridin-2-yl)imidazo[1,2-b]pyridazin-8-amine hydrochloride).